This data is from the Open Reaction Database (ORD), a public repository of structured organic reaction records. The task is: describe an organic reaction: reactants, conditions, products, and yield The reactants are C1(C=CCCC1)=O (cyclohexenone), C1=CCCCCCC1 (cyclooctene). Solvent: ClCCl (dichloromethane). Product: C12C3CCCCCCC3C2C(CCC1)=O (tricyclo[8.4.0.02,9 ]tetradecane-11-one). Yield: 83.0%. RXN SMILES: [C:1]1(=[O:7])[CH2:6][CH2:5][CH2:4][CH:3]=[CH:2]1.[CH:8]1[CH2:15][CH2:14][CH2:13][CH2:12][CH2:11][CH2:10][CH:9]=1>ClCCl>[CH:3]12[CH2:4][CH2:5][CH2:6][C:1](=[O:7])[CH:2]1[CH:15]1[CH:8]2[CH2:9][CH2:10][CH2:11][CH2:12][CH2:13][CH2:14]1. Procedure: A solution of 29.4 g. (0.3 mol.) of cyclohexenone and 200 ml. of cyclooctene in 2600 ml. of dichloromethane was irradiated at -65° C. in the low temperature photolysis apparatus described in Organic Prep. Proc. Int. 3, 61 (1971) with a 1000 watt G.E. mercury arc through a Corning 9700 glass filter for 4 hours. At the end of the photolysis the solution was concentrated in vacuo and the product was distilled through a short Vigreux-column to yield 51.8 g. (0.249 mol., 83% yield) of a mixture of fo... Starting materials: Amide, C(Cl)Cl.CO (DCM MeOH), CC=1C=CC=2N(C1)C=C(N2)C2=CC=C(N)C=C2 (4-(6-methylimidazo[1,2-a]pyridin-2-yl)aniline), CN(C1=CC=C(C(=O)Cl)C=C1)C (4-dimethylaminobenzoyl chloride). The solvent is N1=CC=CC=C1 (pyridine). The product is CN(C1=CC=C(C(=O)NC2=CC=C(C=C2)C=2N=C3N(C=C(C=C3)C)C2)C=C1)C (4-(Dimethylamino)-N-[4-(6-methylimidazo[1,2-a]pyridin-2-yl)phenyl]benzamide). The yield is 54.2%. RXN SMILES: [CH3:1][C:2]1[CH:3]=[CH:4][C:5]2[N:6]([CH:8]=[C:9]([C:11]3[CH:17]=[CH:16][C:14]([NH2:15])=[CH:13][CH:12]=3)[N:10]=2)[CH:7]=1.[CH3:18][N:19]([CH3:29])[C:20]1[CH:28]=[CH:27][C:23]([C:24](Cl)=[O:25])=[CH:22][CH:21]=1.C(Cl)Cl.CO>N1C=CC=CC=1>[CH3:18][N:19]([CH3:29])[C:20]1[CH:28]=[CH:27][C:23]([C:24]([NH:15][C:14]2[CH:16]=[CH:17][C:11]([C:9]3[N:10]=[C:5]4[CH:4]=[CH:3][C:2]([CH3:1])=[CH:7][N:6]4[CH:8]=3)=[CH:12][CH:13]=2)=[O:25])=[CH:22][CH:21]=1 |f:2.3|. Reported procedure: Prepared as described in the Amide Coupling section using 4-(6-methylimidazo[1,2-a]pyridin-2-yl)aniline (70 mg, 0.314 mmol) and 4-dimethylaminobenzoyl chloride (58 mg, 0.314 mmol) in dry pyridine (5 ml) to give the title compound (63 mg, 54%) as a pale yellow solid after work-up and flash chromatography (20:1 DCM/MeOH).